Dataset: the Open Reaction Database (ORD), a public repository of structured organic reaction records. Task: describe an organic reaction: reactants, conditions, products, and yield The reactants are CC(C(CCC1=C(C=C(C=C1)C(CC)(CC)C=1OC2=C(C1)C=C(C=C2)C(=O)N(C)CC(=O)O)C(C)C)=O)(C)C ([(2-{1-[4-(4,4-Dimethyl-3-oxo-pentyl)-3-isopropyl-phenyl]-1-ethyl-propyl}-benzofuran-5-carbonyl)-methyl-amino]-acetic acid), [BH4-].[Na+] (NaBH4). The solvent is C1CCOC1 (THF). Reaction conditions: time 2 hour. Product: C(C)C(CC)(C1=CC(=C(C=C1)CCC(C(C)(C)C)O)C(C)C)C=1OC2=C(C1)C=C(C=C2)C(=O)N(C)CC(=O)O ([(2-{1-Ethyl-1-[4-(3-hydroxy-4,4-dimethyl-pentyl)-3-isopropyl-phenyl]-propyl}-benzofuran-5-carbonyl)-methyl-amino]-acetic acid). RXN SMILES: [CH3:1][C:2]([CH3:39])([CH3:38])[C:3](=[O:37])[CH2:4][CH2:5][C:6]1[CH:11]=[CH:10][C:9]([C:12]([C:17]2[O:18][C:19]3[CH:25]=[CH:24][C:23]([C:26]([N:28]([CH2:30][C:31]([OH:33])=[O:32])[CH3:29])=[O:27])=[CH:22][C:20]=3[CH:21]=2)([CH2:15][CH3:16])[CH2:13][CH3:14])=[CH:8][C:7]=1[CH:34]([CH3:36])[CH3:35].[BH4-].[Na+]>C1COCC1>[CH2:13]([C:12]([C:17]1[O:18][C:19]2[CH:25]=[CH:24][C:23]([C:26]([N:28]([CH2:30][C:31]([OH:33])=[O:32])[CH3:29])=[O:27])=[CH:22][C:20]=2[CH:21]=1)([C:9]1[CH:10]=[CH:11][C:6]([CH2:5][CH2:4][CH:3]([OH:37])[C:2]([CH3:39])([CH3:1])[CH3:38])=[C:7]([CH:34]([CH3:35])[CH3:36])[CH:8]=1)[CH2:15][CH3:16])[CH3:14] |f:1.2|. Procedure details: A solution of [(2-{1-[4-(4,4-Dimethyl-3-oxo-pentyl)-3-isopropyl-phenyl]-1-ethyl-propyl}-benzofuran-5-carbonyl)-methyl-amino]-acetic acid (27 mg, 0.05 mmol) (Example 55) in THF (2 mL) is treated with NaBH4 (4 mg, 0.1 mmol) at room temp. The resulting mixture is stirred for 2 hours. The mixture is concentrated and neutralized to pH 3 and extracted with EtOAc (3×5 mL). The organic layer is dried over sodium sulfate, concentrated to afford the desired compound. (17 mg, 63%) MS (ES) m/e: 536.3 (M−1)